From a dataset of the Open Reaction Database (ORD), a public repository of structured organic reaction records. describe an organic reaction: reactants, conditions, products, and yield Starting materials: C1(C=CCC1)ON=C(C(=O)NC1[C@@H]2N(C(=CCS2)C(=O)O)C1=O)C=1N=C(SC1)NC=O (7-[2-(2-cyclopenten-1-yl)oxyimino-2-(2-formamidothiazol-4-yl)acetamido]-3-cephem-4-carboxylic acid), Cl (hydrochloric acid), CO (methanol). The solvent is O1CCCC1 (tetrahydrofuran). Run at time 2 hour. Product: C1(C=CCC1)ON=C(C(=O)NC1[C@@H]2N(C(=CCS2)C(=O)O)C1=O)C=1N=C(SC1)N (7-[2-(2-cyclopenten-1-yl)oxyimino-2-(2-aminothiazol-4-yl)acetamido]-3-cephem-4-carboxylic acid). The yield is 86.5%. As a reaction SMILES: [CH:1]1([O:6][N:7]=[C:8]([C:24]2[N:25]=[C:26]([NH:29]C=O)[S:27][CH:28]=2)[C:9]([NH:11][CH:12]2[C:22](=[O:23])[N:14]3[C:15]([C:19]([OH:21])=[O:20])=[CH:16][CH2:17][S:18][C@H:13]23)=[O:10])[CH2:5][CH2:4][CH:3]=[CH:2]1.Cl.CO>O1CCCC1>[CH:1]1([O:6][N:7]=[C:8]([C:24]2[N:25]=[C:26]([NH2:29])[S:27][CH:28]=2)[C:9]([NH:11][CH:12]2[C:22](=[O:23])[N:14]3[C:15]([C:19]([OH:21])=[O:20])=[CH:16][CH2:17][S:18][C@H:13]23)=[O:10])[CH2:5][CH2:4][CH:3]=[CH:2]1. Reported procedure: A mixture of 7-[2-(2-cyclopenten-1-yl)oxyimino-2-(2-formamidothiazol-4-yl)acetamido]-3-cephem-4-carboxylic acid (syn isomer) (1.6 g), conc. hydrochloric acid (1.1 g), methanol (20 ml) and tetrahydrofuran (15 ml) was stirred for 2 hours at room temperature. The reaction mixture was evaporated. The residue was dissolved in an aqueous solution of sodium bicarbonate and the solution was adjusted to pH 3.0 with hydrochloric acid. The precipitates were collected by filtration, washed with water and dr... Conditions: time 5 minute. As a reaction SMILES: [H-].[Al+3].[Li+].[H-].[H-].[H-].O1CCCC1.[CH3:12][C:13]12[CH2:20][CH2:19][C:16]([CH2:21][C:22]#[N:23])([CH2:17][CH2:18]1)[CH2:15][CH2:14]2>O>[CH3:12][C:13]12[CH2:20][CH2:19][C:16]([CH2:21][CH2:22][NH2:23])([CH2:17][CH2:18]1)[CH2:15][CH2:14]2 |f:0.1.2.3.4.5|. Solvent: O (water). Procedure: 0.043 Mole of lithium aluminum hydride is dissolved in 100 ml. of anhydrous tetrahydrofuran, under nitrogen, at 0° C and then 0.043 mole of 4-methylbicyclo[2.2.2]oct-1-yl acetonitrile in 100 ml. of anhydrous tetrahydrofuran is added dropwise. The solution is allowed to warm to room temperature, then stirred for five minutes and then 5 ml. of water is added dropwise. The solution is then filtered and the filter cake is washed with ethyl ether, the washings combined with the filtrate, and the solu... Yields the product CC12CCC(CC1)(CC2)CCN (2-(4-methylbicyclo[2.2.2]oct-1-yl)ethylamine). Reactants: [H-].[Al+3].[Li+].[H-].[H-].[H-] (lithium aluminum hydride), O1CCCC1 (tetrahydrofuran), O1CCCC1 (tetrahydrofuran), CC12CCC(CC1)(CC2)CC#N (4-methylbicyclo[2.2.2]oct-1-yl acetonitrile).